From a dataset of the Open Reaction Database (ORD), a public repository of structured organic reaction records. describe an organic reaction: reactants, conditions, products, and yield Starting materials: C(C)(C)(C)C1=CC=C(C=C1)C1=CC=C(C=C1)CC=1N(C=C(N1)C1=C(C=C(C=C1)Cl)Cl)C1=CC=C(C=C1)I (2-(4′-tert-Butyl-biphenyl-4-ylmethyl)-4-(2,4-dichloro-phenyl)-1-(4-iodo-phenyl)-1H-imidazole), N[C@@H](CCC)C(=O)O (L-norvaline). Product: C(C)(C)(C)C1=CC=C(C=C1)C1=CC=C(C=C1)CC=1N(C=C(N1)C1=C(C=C(C=C1)Cl)Cl)C1=CC=C(C=C1)N[C@H](C(=O)O)CCC ((S)-2-{-4-[2-(4′-tert-butyl-biphenyl-4-ylmethyl)-4-(2,4-dichloro-phenyl)-imidazol-1-yl]-phenylamino}-pentanoic acid). Reaction SMILES: [C:1]([C:5]1[CH:10]=[CH:9][C:8]([C:11]2[CH:16]=[CH:15][C:14]([CH2:17][C:18]3[N:19]([C:31]4[CH:36]=[CH:35][C:34](I)=[CH:33][CH:32]=4)[CH:20]=[C:21]([C:23]4[CH:28]=[CH:27][C:26]([Cl:29])=[CH:25][C:24]=4[Cl:30])[N:22]=3)=[CH:13][CH:12]=2)=[CH:7][CH:6]=1)([CH3:4])([CH3:3])[CH3:2].[NH2:38][C@H:39]([C:43]([OH:45])=[O:44])[CH2:40][CH2:41][CH3:42]>>[C:1]([C:5]1[CH:10]=[CH:9][C:8]([C:11]2[CH:16]=[CH:15][C:14]([CH2:17][C:18]3[N:19]([C:31]4[CH:36]=[CH:35][C:34]([NH:38][C@@H:39]([CH2:40][CH2:41][CH3:42])[C:43]([OH:45])=[O:44])=[CH:33][CH:32]=4)[CH:20]=[C:21]([C:23]4[CH:28]=[CH:27][C:26]([Cl:29])=[CH:25][C:24]=4[Cl:30])[N:22]=3)=[CH:13][CH:12]=2)=[CH:7][CH:6]=1)([CH3:4])([CH3:3])[CH3:2]. Procedure: 2-(4′-tert-Butyl-biphenyl-4-ylmethyl)-4-(2,4-dichloro-phenyl)-1-(4-iodo-phenyl)-1H-imidazole (191 mg, 0.3 mmol) was treated as described in general procedure R using L-norvaline (352 mg, 3 mmol) to give (S)-2-{-4-[2-(4′-tert-butyl-biphenyl-4-ylmethyl)-4-(2,4-dichloro-phenyl)-imidazol-1-yl]-phenylamino}-pentanoic acid, which was then treated as described in general procedure F to give (4S)-5-{-4-[2-(4′-tert-butyl-biphenyl-4-ylmethyl)-4-(2,4-dichloro-phenyl)-imidazol-1-yl]-phenyl}-4-propyl-1,2,5-t... The reactants are CC(C)(C)OC(=O)N1CCC(O)CC1, ClCCl, [Na+], O=S(=O)(O)C(F)(F)F, O=C([O-])O, Sc1ccccn1. Yields the product CC(C)(C)OC(=O)N1CCC(Sc2ccccn2)CC1. As a reaction SMILES: [C:1]([CH3:2])([CH3:3])([CH3:4])[O:5][C:6](=[O:7])[N:8]1[CH2:9][CH2:10][CH:11]([OH:14])[CH2:12][CH2:13]1.[Cl:35][CH2:36][Cl:37].[Na+:30].[OH:15][S:16]([C:17]([F:18])([F:19])[F:20])(=[O:21])=[O:22].[OH:31][C:32](=[O:33])[O-:34].[SH:23][c:24]1[n:25][cH:26][cH:27][cH:28][cH:29]1>>[C:1]([CH3:2])([CH3:3])([CH3:4])[O:5][C:6](=[O:7])[N:8]1[CH2:9][CH2:10][CH:11]([S:23][c:24]2[n:25][cH:26][cH:27][cH:28][cH:29]2)[CH2:12][CH2:13]1. Starting materials: ( 1 ), N1C(=O)NC=2NC(=O)NC2C1=O (Uric acid), OO (hydrogen peroxide), C1=CN(C(=O)NC1=O)C2C(C(C(O2)COP(=O)(O)OC3C(OC(C3O)N4C=CC(=O)NC4=O)CO)O)O.N (uricase), C1(C(=O)NC(=O)N1)NC(=O)N (allantoin). As a reaction SMILES: [NH:1]1[C:11](=[O:12])[C:10]2[NH:9][C:7](=[O:8])[NH:6][C:5]=2[NH:4][C:2]1=[O:3].C1C(=O)NC(=O)N(C2OC(COP(OC3C(O)C(N4C(=O)NC(=O)C=C4)OC3CO)(O)=O)C(O)C2O)C=1.N.C1(NC(N)=O)NC(=O)NC1=O.[OH:62][OH:63]>>[C:10]12[C:11](=[O:12])[NH:1][C:2](=[O:3])[NH:4][C:5]=1[NH:6][C:7]([NH:9]2)=[O:8].[O:62]=[O:63].[OH:62][OH:63] |f:1.2|. The product is C12=C(NC(=O)N1)NC(=O)NC2=O (urate), O=O (oxygen), 1-carboxy-2,4,6,8-tetraazabicycl [3,3,0]-octa-4-en-3,7-dione, OO (hydrogen peroxide). Procedure: Uric acid is oxidized enzymatically by uricase to allantoin and hydrogen peroxide at about pH 7. The stoichiometry of the enzyme reaction proper, regardless of buffer or pH, is given by equation (1), i.e., the transfer of an electron pair from the urate monoanion to oxygen, yielding an unstable acid intermediate (1-carboxy-2,4,6,8-tetraazabicycl [3,3,0]-octa-4-en-3,7-dione), and hydrogen peroxide. Reactants: C(C)(=O)OO (peracetic acid), S(O)(O)(=O)=O (sulfuric acid), C(C)(=O)O (acetic acid), CC(=O)C1=CC(=C(C=C1)F)[N+](=O)[O-] (4-fluoro-3-nitroacetophenone). The solvent is O (Water). Yields the product FC1=C(C=C(C=C1)O)[N+](=O)[O-] (4-fluoro-3-nitrophenol). The yield is 20.0%. Reaction SMILES: S(=O)(=O)(O)O.[C:6]([OH:9])(=O)[CH3:7].CC(C1C=[CH:17][C:16]([F:19])=[C:15]([N+:20]([O-:22])=[O:21])[CH:14]=1)=O.C(OO)(=O)C>O>[F:19][C:16]1[CH:17]=[CH:7][C:6]([OH:9])=[CH:14][C:15]=1[N+:20]([O-:22])=[O:21]. Procedure details: Concentrated sulfuric acid (200 mL) and acetic acid (120) mL are mixed at 0° C. To this solution is added 15 g (0.082 mol) of 4-fluoro-3-nitroacetophenone with stirring. To the cold reaction mixture is added 36 mL of 36% peracetic acid. The reaction mixture is then stirred at room temperature for 4 hours. Water (500 mL) is added to the mixture, and the crude product is extracted into diethyl ether. The combined ether fractions are washed with water, dried over anhydrous sodium sulfate, filtered ... Starting materials: Cl (hydrochloric acid), [OH-].[K+] (potassium hydroxide), BrC1=CC2=C(SC(=C2)CC(C(=O)[O-])(C2=CC=C(C=C2)OC)C(=O)OCC)C=C1 (3-(5-bromobenzo[b]thien-2-yl)-2-ethoxycarbonyl-2-(4-methoxyphenyl)propionate), C(C)O (ethanol). Solvent: O (water). Reaction conditions: time 4 day. Product: BrC1=CC2=C(SC(=C2)CC(C(=O)OCC)C2=CC=C(C=C2)OC)C=C1 (ethyl 3-(5-bromobenzo[b]thien-2-yl)-2-(4-methoxyphenyl)propionate). The yield is 91.1%. RXN SMILES: [OH-].[K+].C(O)C.[Br:6][C:7]1[CH:33]=[CH:32][C:10]2[S:11][C:12]([CH2:14][C:15]([C:27]([O:29][CH2:30][CH3:31])=[O:28])([C:19]3[CH:24]=[CH:23][C:22]([O:25][CH3:26])=[CH:21][CH:20]=3)C([O-])=O)=[CH:13][C:9]=2[CH:8]=1.Cl>O>[Br:6][C:7]1[CH:33]=[CH:32][C:10]2[S:11][C:12]([CH2:14][CH:15]([C:19]3[CH:20]=[CH:21][C:22]([O:25][CH3:26])=[CH:23][CH:24]=3)[C:27]([O:29][CH2:30][CH3:31])=[O:28])=[CH:13][C:9]=2[CH:8]=1 |f:0.1|. Procedure: A solution of 7.3 g of potassium hydroxide dissolved in 20 ml of water was added to 200 ml of an ethanol solution containing 24.2 g of 3-(5-bromobenzo[b]thien-2-yl)-2-ethoxycarbonyl-2-(4-methoxyphenyl)propionate obtained in the above step a), and the thus prepared mixture was stirred for 4 days. The resulting reaction solution was poured into cooled dilute hydrochloric acid to collect precipitated crystals by filtration. The thus collected crystals were dissolved in ethyl acetate, and then dried... Reactants: O=S(Cl)Cl (SOCl2), CC1=C(C(=O)Cl)C=C(C(=C1)SC1=CC=NC=C1)S(=O)(=O)C (2-methyl-4-(4-pyridylthio)-5-methylsulfonylbenzoyl chloride), O([Na])C (NaOCH3), CC1=C(C(=O)O)C=C(C(=C1)Cl)S(=O)(=O)C (2-methyl-4-chloro-5-methylsulfonylbenzoic acid), SC1=CC=NC=C1 (4-mercaptopyridine), NC(=N)N (guanidine). Run in COCCOC (ethylene glycol dimethyl ether), COCCOC (ethylene glycol dimethyl ether). Reaction conditions: time 3 hour. The product is NC(=NC(C1=C(C=C(C(=C1)S(=O)(=O)C)SC1=CC=NC=C1)C)=O)N (N-Diaminomethylene-2-methyl-4-(4-pyridylthio)-5-methylsulfonylbenzamide). As a reaction SMILES: [CH3:1][C:2]1[CH:10]=[C:9]([S:11][C:12]2[CH:17]=[CH:16][N:15]=[CH:14][CH:13]=2)[C:8]([S:18]([CH3:21])(=[O:20])=[O:19])=[CH:7][C:3]=1[C:4](Cl)=[O:5].CC1C=C(Cl)C(S(C)(=O)=O)=CC=1C(O)=O.SC1C=CN=CC=1.O(C)[Na].O=S(Cl)Cl.[NH2:51][C:52]([NH2:54])=[NH:53]>COCCOC>[NH2:53][C:52]([NH2:54])=[N:51][C:4](=[O:5])[C:3]1[CH:7]=[C:8]([S:18]([CH3:21])(=[O:20])=[O:19])[C:9]([S:11][C:12]2[CH:17]=[CH:16][N:15]=[CH:14][CH:13]=2)=[CH:10][C:2]=1[CH3:1]. Procedure: 1.8 g of 2-methyl-4-(4-pyridylthio)-5-methylsulfonylbenzoyl chloride [obtainable by reacting 2-methyl-4-chloro-5-methylsulfonylbenzoic acid with 4-mercaptopyridine in the presence of NaOCH3 at 180° followed by chlorination with SOCl2 ] dissolved in 20 ml of ethylene glycol dimethyl ether are added dropwise at room temperature to a solution of 1.5 g of guanidine in 20 ml of ethylene glycol dimethyl ether, and the mixture is stirred at 25° for three hours. The mixture is then worked up in the cust... The reactants are CCOC(=O)N=NC(=O)OCC, C1CCOC1, OC1CCOC1, COC(=O)C(=O)c1ccc(O)cc1, c1ccc(P(c2ccccc2)c2ccccc2)cc1. Product: COC(=O)C(=O)c1ccc(OC2CCOC2)cc1. Reaction SMILES: [O:39]=[C:40]([O:41][CH2:42][CH3:43])[N:44]=[N:45][C:46]([O:47][CH2:48][CH3:49])=[O:50].[O:51]1[CH2:52][CH2:53][CH2:54][CH2:55]1.[OH:1][CH:2]1[CH2:3][O:4][CH2:5][CH2:6]1.[OH:7][c:8]1[cH:9][cH:10][c:11]([C:14]([C:15](=[O:16])[O:17][CH3:18])=[O:19])[cH:12][cH:13]1.[c:20]1([P:21]([c:22]2[cH:23][cH:24][cH:25][cH:26][cH:27]2)[c:28]2[cH:29][cH:30][cH:31][cH:32][cH:33]2)[cH:34][cH:35][cH:36][cH:37][cH:38]1>>[O:1]([CH:2]1[CH2:3][O:4][CH2:5][CH2:6]1)[c:8]1[cH:9][cH:10][c:11]([C:14]([C:15](=[O:16])[O:17][CH3:18])=[O:19])[cH:12][cH:13]1.